This data is from the Open Reaction Database (ORD), a public repository of structured organic reaction records. The task is: describe an organic reaction: reactants, conditions, products, and yield Reactants: Cc1ccc(Br)cn1, CC(=O)[O-], CC(=O)[O-], CC(C)(C)[O-], CO, CC(C)(C)OC(=O)N1CCc2cn(C3CCNCC3)nc2CC1, [Na+], C1COCCO1, [Pd+2]. Yields the product Cc1ccc(N2CCC(n3cc4c(n3)CCN(C(=O)OC(C)(C)C)CC4)CC2)cn1. Reaction SMILES: [Br:24][c:25]1[cH:26][cH:27][c:28]([CH3:31])[n:29][cH:30]1.[C:46]([O-:47])(=[O:48])[CH3:49].[C:51]([O-:52])(=[O:53])[CH3:54].[CH3:32][C:33]([CH3:34])([O-:35])[CH3:36].[CH3:44][OH:45].[NH:1]1[CH2:2][CH2:3][CH:4]([n:7]2[n:8][c:9]3[c:15]([cH:16]2)[CH2:14][CH2:13][N:12]([C:17](=[O:18])[O:19][C:20]([CH3:21])([CH3:22])[CH3:23])[CH2:11][CH2:10]3)[CH2:5][CH2:6]1.[Na+:37].[O:38]1[CH2:39][CH2:40][O:41][CH2:42][CH2:43]1.[Pd+2:50]>>[N:1]1([c:25]2[cH:26][cH:27][c:28]([CH3:31])[n:29][cH:30]2)[CH2:2][CH2:3][CH:4]([n:7]2[n:8][c:9]3[c:15]([cH:16]2)[CH2:14][CH2:13][N:12]([C:17](=[O:18])[O:19][C:20]([CH3:21])([CH3:22])[CH3:23])[CH2:11][CH2:10]3)[CH2:5][CH2:6]1.